From a dataset of the Open Reaction Database (ORD), a public repository of structured organic reaction records. describe an organic reaction: reactants, conditions, products, and yield Reactants: O=S(=O)(OCC(F)(F)F)C(F)(F)F, N#Cc1ccc2[nH]ccc2c1C(F)(F)F. The product is N#Cc1ccc2c(ccn2CC(F)(F)F)c1C(F)(F)F. Reaction SMILES: [F:16][C:17]([F:18])([F:19])[S:20]([O:21][CH2:22][C:23]([F:24])([F:25])[F:26])(=[O:27])=[O:28].[F:1][C:2]([c:3]1[c:4]2[cH:5][cH:6][nH:7][c:8]2[cH:9][cH:10][c:11]1[C:12]#[N:13])([F:14])[F:15]>>[F:1][C:2]([c:3]1[c:4]2[cH:5][cH:6][n:7]([CH2:22][C:23]([F:24])([F:25])[F:26])[c:8]2[cH:9][cH:10][c:11]1[C:12]#[N:13])([F:14])[F:15]. Starting materials: C(C)(=O)NCCNC1=CC(=NC(=N1)C1=CC=CC=C1)NC(CCl)=O (N-[6-(2-Acetylaminoethylamino)-2-phenylpyrimidin-4-yl]-2-chloroacetamide), COC1=CC=C(CC2CCNCC2)C=C1 (4-(4-Methoxybenzyl)-piperidine), CCN(C(C)C)C(C)C (DIPEA), C1CCOC1 (THF), ( 28 ), ( 100 ). Run in C(C)#N (acetonitrile). Yields the product C(C)(=O)NCCNC1=CC(=NC(=N1)C1=CC=CC=C1)NC(CN1CCC(CC1)CC1=CC=C(C=C1)OC)=O (N-[6-(2-Acetylaminoethylamino)-2-phenylpyrimidin-4-yl]-2-[4-(4-methoxybenzyl)-piperidin-1-yl]-acetamide). Reaction SMILES: [C:1]([NH:4][CH2:5][CH2:6][NH:7][C:8]1[N:13]=[C:12]([C:14]2[CH:19]=[CH:18][CH:17]=[CH:16][CH:15]=2)[N:11]=[C:10]([NH:20][C:21](=[O:24])[CH2:22]Cl)[CH:9]=1)(=[O:3])[CH3:2].[CH3:25][O:26][C:27]1[CH:39]=[CH:38][C:30]([CH2:31][CH:32]2[CH2:37][CH2:36][NH:35][CH2:34][CH2:33]2)=[CH:29][CH:28]=1.CCN(C(C)C)C(C)C.C1COCC1>C(#N)C>[C:1]([NH:4][CH2:5][CH2:6][NH:7][C:8]1[N:13]=[C:12]([C:14]2[CH:19]=[CH:18][CH:17]=[CH:16][CH:15]=2)[N:11]=[C:10]([NH:20][C:21](=[O:24])[CH2:22][N:35]2[CH2:36][CH2:37][CH:32]([CH2:31][C:30]3[CH:29]=[CH:28][C:27]([O:26][CH3:25])=[CH:39][CH:38]=3)[CH2:33][CH2:34]2)[CH:9]=1)(=[O:3])[CH3:2]. Procedure: A solution of chloroacetamide 6 (41 mg; 0.118 mmol), piperidine 7.8 (27 mg; 0.132 mmol) and DIPEA (30 μL; 0.172 mmol) in 2.5 mL of 3:2 acetonitrile:THF was reacted at rt for 8 days; whereupon the reaction was concentrated on a rotary evaporator then purified on silica gel (20 mL) with 12:1 EtOAc:i-PrOH yielding a glassy material. A solution of the product in DCM plus hexanes was evaporated leaving a white solid (23 mg; 38%). LC (method B) tR=12.8 min; 1H NMR (200 MHz, CDCl3) δ 9.53 (brs, 1H), 8.... Reactants: C1CCOC1, Cc1c[n+]([O-])c(Cl)cc1[N+](=O)[O-], Oc1ccc(F)cc1F, [H-], [Na+]. The product is Cc1c[n+]([O-])c(Oc2ccc(F)cc2F)cc1[N+](=O)[O-]. As a reaction SMILES: [CH2:24]1[O:25][CH2:26][CH2:27][CH2:28]1.[Cl:12][c:13]1[n+:14]([O-:23])[cH:15][c:16]([CH3:22])[c:17]([N+:19](=[O:20])[O-:21])[cH:18]1.[F:3][c:4]1[c:5]([OH:11])[cH:6][cH:7][c:8]([F:10])[cH:9]1.[H-:1].[Na+:2]>>[F:3][c:4]1[c:5]([O:11][c:13]2[n+:14]([O-:23])[cH:15][c:16]([CH3:22])[c:17]([N+:19](=[O:20])[O-:21])[cH:18]2)[cH:6][cH:7][c:8]([F:10])[cH:9]1. The reactants are CO, Cl, c1ccc(CN2CCCC2CN2CCCCC2)cc1. Product: Cl, C1CCN(CC2CCCN2)CC1. As a reaction SMILES: [CH3:21][OH:22].[ClH:20].[c:1]1([CH2:2][N:8]2[CH:9]([CH2:13][N:14]3[CH2:15][CH2:16][CH2:17][CH2:18][CH2:19]3)[CH2:10][CH2:11][CH2:12]2)[cH:3][cH:4][cH:5][cH:6][cH:7]1>>[ClH:20].[NH:8]1[CH:9]([CH2:13][N:14]2[CH2:15][CH2:16][CH2:17][CH2:18][CH2:19]2)[CH2:10][CH2:11][CH2:12]1.